Dataset: the Open Reaction Database (ORD), a public repository of structured organic reaction records. Task: describe an organic reaction: reactants, conditions, products, and yield The reactants are COC(OC)N(C)C, CCOC(C)=O, CCOC(=O)CC(=O)c1cc2cc(F)c(Cl)cc2nc1Cl. Yields the product CCOC(=O)C(=CN(C)C)C(=O)c1cc2cc(F)c(Cl)cc2nc1Cl. RXN SMILES: [CH3:22][O:23][CH:24]([N:25]([CH3:26])[CH3:27])[O:28][CH3:29].[CH3:30][CH2:31][O:32][C:33](=[O:34])[CH3:35].[Cl:1][c:2]1[n:3][c:4]2[cH:5][c:6]([Cl:21])[c:7]([F:20])[cH:8][c:9]2[cH:10][c:11]1[C:12]([CH2:13][C:14](=[O:15])[O:16][CH2:17][CH3:18])=[O:19]>>[Cl:1][c:2]1[n:3][c:4]2[cH:5][c:6]([Cl:21])[c:7]([F:20])[cH:8][c:9]2[cH:10][c:11]1[C:12]([C:13]([C:14](=[O:15])[O:16][CH2:17][CH3:18])=[CH:24][N:25]([CH3:26])[CH3:27])=[O:19].